This data is from the Open Reaction Database (ORD), a public repository of structured organic reaction records. The task is: describe an organic reaction: reactants, conditions, products, and yield The reactants are CCO, COc1ccc(CN2Cc3ccccc3CC2C2OC(=O)NC2Cc2cc(F)cc(F)c2)cc1, [Li+], [OH-], O. Yields the product COc1ccc(CN2Cc3ccccc3CC2C(O)C(N)Cc2cc(F)cc(F)c2)cc1. Reaction SMILES: [CH3:37][CH2:38][OH:39].[F:1][c:2]1[cH:3][c:4]([CH2:5][CH:6]2[NH:7][C:8](=[O:30])[O:9][CH:10]2[CH:11]2[N:12]([CH2:21][c:22]3[cH:23][cH:24][c:25]([O:28][CH3:29])[cH:26][cH:27]3)[CH2:13][c:14]3[cH:15][cH:16][cH:17][cH:18][c:19]3[CH2:20]2)[cH:31][c:32]([F:34])[cH:33]1.[Li+:36].[OH-:35].[OH2:40]>>[F:1][c:2]1[cH:3][c:4]([CH2:5][CH:6]([NH2:7])[CH:10]([OH:9])[CH:11]2[N:12]([CH2:21][c:22]3[cH:23][cH:24][c:25]([O:28][CH3:29])[cH:26][cH:27]3)[CH2:13][c:14]3[cH:15][cH:16][cH:17][cH:18][c:19]3[CH2:20]2)[cH:31][c:32]([F:34])[cH:33]1. Reactants: CC(C)S(=O)(=O)Oc1ccc(CCOc2ccc(C=C3SC(=O)NC3=O)cc2)cc1, CC(=O)O, CCOC(C)=O. The product is CC(C)S(=O)(=O)Oc1ccc(CCOc2ccc(CC3SC(=O)NC3=O)cc2)cc1. RXN SMILES: [CH3:1][CH:2]([CH3:3])[S:4](=[O:5])(=[O:6])[O:7][c:8]1[cH:9][cH:10][c:11]([CH2:14][CH2:15][O:16][c:17]2[cH:18][cH:19][c:20]([CH:21]=[C:22]3[C:23](=[O:28])[NH:24][C:25](=[O:27])[S:26]3)[cH:29][cH:30]2)[cH:12][cH:13]1.[CH3:31][C:32](=[O:33])[OH:34].[CH3:35][CH2:36][O:37][C:38](=[O:39])[CH3:40]>>[CH3:1][CH:2]([CH3:3])[S:4](=[O:5])(=[O:6])[O:7][c:8]1[cH:9][cH:10][c:11]([CH2:14][CH2:15][O:16][c:17]2[cH:18][cH:19][c:20]([CH2:21][CH:22]3[C:23](=[O:28])[NH:24][C:25](=[O:27])[S:26]3)[cH:29][cH:30]2)[cH:12][cH:13]1. Starting materials: C(C1=CC=CC=C1)N1CCC2(CC1)OCC1=C2C=CC=C1 (1′-Benzyl-3H-spiro[2-benzofuran-1,4′-piperidine]). Reagents/catalysts: [Ni] (Raney nickel). Run in CCO (EtOH). Run at time 19 hour. Yields the product N1CCC2(CC1)OCC1=C2C=CC=C1 (3H-Spiro[2-benzofuran-1,4′-piperidine]). Isolated yield 80.6%. As a reaction SMILES: C([N:8]1[CH2:13][CH2:12][C:11]2([C:17]3[CH:18]=[CH:19][CH:20]=[CH:21][C:16]=3[CH2:15][O:14]2)[CH2:10][CH2:9]1)C1C=CC=CC=1>[Ni].CCO>[NH:8]1[CH2:13][CH2:12][C:11]2([C:17]3[CH:18]=[CH:19][CH:20]=[CH:21][C:16]=3[CH2:15][O:14]2)[CH2:10][CH2:9]1. Procedure details: 1′-Benzyl-3H-spiro[2-benzofuran-1,4′-piperidine] (119 g, 425.9 mmol) was dissolved EtOH (1 L) under argon and treated with Raney nickel (12 g) at ambient temperature for 1 h to absorb impurities which tended to poison the catalyst. Raney nickel was filtered off and the filtrate was hydrogenated in a steel autoclave over 10% Pd/C (Degussa Nr. 1835) (12 g) at 5 bar hydrogen pressure and 40° C. for 19 h. According to HPLC there was still 2.7% of starting material present. Thus the catalyst was filt... Reactants: C(C1=CC=CC=C1)OC=1C=CN2C(=C(C(=C2C1)C(C(C)(C)C)=O)CC(C(=O)OCC)(C)C)C(=O)C1=CC=C(C=C1)Cl (ethyl 3-[7-(benzyloxy)-3-[(4-chlorophenyl)carbonyl]-1-(2,2-dimethylpropanoyl)indolizin-2-yl]-2,2-dimethylpropanoate). Reagents/catalysts: [Pd] (Pd/C). Run in CCO (EtOH). Run at time 1.5 hour. Product: ClC1=CC=C(C=C1)C(=O)C1=C(C(=C2C=C(C=CN12)O)C(C(C)(C)C)=O)CC(C(=O)OCC)(C)C (ethyl 3-{3-[(4-chlorophenyl)carbonyl]-1-(2,2-dimethylpropanoyl)-7-hydroxyindolizin-2-yl}-2,2-dimethylpropanoate). The yield is 84.7%. RXN SMILES: C([O:8][C:9]1[CH:10]=[CH:11][N:12]2[C:16]([CH:17]=1)=[C:15]([C:18](=[O:23])[C:19]([CH3:22])([CH3:21])[CH3:20])[C:14]([CH2:24][C:25]([CH3:32])([CH3:31])[C:26]([O:28][CH2:29][CH3:30])=[O:27])=[C:13]2[C:33]([C:35]1[CH:40]=[CH:39][C:38]([Cl:41])=[CH:37][CH:36]=1)=[O:34])C1C=CC=CC=1>CCO.[Pd]>[Cl:41][C:38]1[CH:37]=[CH:36][C:35]([C:33]([C:13]2[N:12]3[C:16]([CH:17]=[C:9]([OH:8])[CH:10]=[CH:11]3)=[C:15]([C:18](=[O:23])[C:19]([CH3:21])([CH3:22])[CH3:20])[C:14]=2[CH2:24][C:25]([CH3:31])([CH3:32])[C:26]([O:28][CH2:29][CH3:30])=[O:27])=[O:34])=[CH:40][CH:39]=1. Reported procedure: To a stirred solution of ethyl 3-[7-(benzyloxy)-3-[(4-chlorophenyl)carbonyl]-1-(2,2-dimethylpropanoyl)indolizin-2-yl]-2,2-dimethylpropanoate (3.50 g, 6.10 mmol) in EtOH (50 mL) is added 10% Pd/C (480 mg). The suspension is stirred under an atmosphere of hydrogen for 1.5 h then filtered through a pad of diatomaceous earth and washed with EtOH. The filtrate is concentrated in vacuo to give ethyl 3-{3-[(4-chlorophenyl)carbonyl]-1-(2,2-dimethylpropanoyl)-7-hydroxyindolizin-2-yl}-2,2-dimethylpropanoa... Starting materials: Cl.Cl.COC=1C=C(C=CC1OC)CCNCC(COC=1N=NC(=CC1)NN)O ((RS)-3-[3-[[2-(3,4-Dimethoxyphenyl)ethyl)amino]-2-hydroxypropoxy]-6-hydrazinopyridazine dihydrochloride), C(C1=CC=CC=C1)=O (benzaldehyde). Run in CO (methanol). Conditions: time 2 hour. The product is Cl.Cl.COC=1C=C(C=CC1OC)CCNCC(COC=1N=NC(=CC1)NN=CC1=CC=CC=C1)O ((RS)-3-[3-[[2-(3,4-Dimethoxyphenyl)ethyl]amino]-2-hydroxypropoxy]-6-benzylidenehydrazinopyridazine dihydrochloride). Yield: 8.0%. Reaction SMILES: [ClH:1].Cl.[CH3:3][O:4][C:5]1[CH:6]=[C:7]([CH2:13][CH2:14][NH:15][CH2:16][CH:17]([OH:28])[CH2:18][O:19][C:20]2[N:21]=[N:22][C:23]([NH:26][NH2:27])=[CH:24][CH:25]=2)[CH:8]=[CH:9][C:10]=1[O:11][CH3:12].[CH:29](=O)[C:30]1[CH:35]=[CH:34][CH:33]=[CH:32][CH:31]=1>CO>[ClH:1].[ClH:1].[CH3:3][O:4][C:5]1[CH:6]=[C:7]([CH2:13][CH2:14][NH:15][CH2:16][CH:17]([OH:28])[CH2:18][O:19][C:20]2[N:21]=[N:22][C:23]([NH:26][N:27]=[CH:29][C:30]3[CH:35]=[CH:34][CH:33]=[CH:32][CH:31]=3)=[CH:24][CH:25]=2)[CH:8]=[CH:9][C:10]=1[O:11][CH3:12] |f:0.1.2,5.6.7|. Procedure: To a solution of (RS)-3-[3-[[2-(3,4-Dimethoxyphenyl)ethyl)amino]-2-hydroxypropoxy]-6-hydrazinopyridazine dihydrochloride (2 g) in 40 ml of 90% aqueous methanol, (1 ml) of benzaldehyde was added. Stirring was continued at room temperature for two hours, then the solvent was evaporated under vacuum and the residue was triturated with isopropanol to afford the title compound in 8% yield. m.p. 207°-210° C. (with decomp).